Dataset: the Open Reaction Database (ORD), a public repository of structured organic reaction records. Task: describe an organic reaction: reactants, conditions, products, and yield Starting materials: COc1cc(NC(=O)C(F)(F)F)ccc1C(=O)N1CCCC(CC(=O)N2CCN(C)CC2)c2cc(Cl)ccc21, CCOC(=O)N=NC(=O)OCC, C1CCOC1, O, Cc1ccccc1OCCO, c1ccc(P(c2ccccc2)c2ccccc2)cc1. Product: COc1cc(N(CCOc2ccccc2C)C(=O)C(F)(F)F)ccc1C(=O)N1CCCC(CC(=O)N2CCN(C)CC2)c2cc(Cl)ccc21. RXN SMILES: [Cl:1][c:2]1[cH:3][cH:4][c:5]2[c:6]([cH:39]1)[CH:7]([CH2:29][C:30](=[O:31])[N:32]1[CH2:33][CH2:34][N:35]([CH3:38])[CH2:36][CH2:37]1)[CH2:8][CH2:9][CH2:10][N:11]2[C:12]([c:13]1[c:14]([O:26][CH3:27])[cH:15][c:16]([NH:19][C:20]([C:21]([F:22])([F:23])[F:24])=[O:25])[cH:17][cH:18]1)=[O:28].[O:70]=[C:71]([O:72][CH2:73][CH3:74])[N:75]=[N:76][C:77]([O:78][CH2:79][CH3:80])=[O:81].[O:82]1[CH2:83][CH2:84][CH2:85][CH2:86]1.[OH2:87].[OH:59][CH2:60][CH2:61][O:62][c:63]1[c:64]([CH3:69])[cH:65][cH:66][cH:67][cH:68]1.[c:40]1([P:41]([c:42]2[cH:43][cH:44][cH:45][cH:46][cH:47]2)[c:48]2[cH:49][cH:50][cH:51][cH:52][cH:53]2)[cH:54][cH:55][cH:56][cH:57][cH:58]1>>[Cl:1][c:2]1[cH:3][cH:4][c:5]2[c:6]([cH:39]1)[CH:7]([CH2:29][C:30](=[O:31])[N:32]1[CH2:33][CH2:34][N:35]([CH3:38])[CH2:36][CH2:37]1)[CH2:8][CH2:9][CH2:10][N:11]2[C:12]([c:13]1[c:14]([O:26][CH3:27])[cH:15][c:16]([N:19]([C:20]([C:21]([F:22])([F:23])[F:24])=[O:25])[CH2:60][CH2:61][O:62][c:63]2[c:64]([CH3:69])[cH:65][cH:66][cH:67][cH:68]2)[cH:17][cH:18]1)=[O:28]. Starting materials: BrC=1C=C2C=CNC2=CC1 (5-bromoindole), BrC=1C=NC=CC1 (3-bromopyridine). Product: BrC=1C=C2C=CN(C2=CC1)C=1C=NC=CC1 (5-Bromo-N-(3-pyridyl)indole). Reaction SMILES: [Br:1][C:2]1[CH:3]=[C:4]2[C:8](=[CH:9][CH:10]=1)[NH:7][CH:6]=[CH:5]2.Br[C:12]1[CH:13]=[N:14][CH:15]=[CH:16][CH:17]=1>>[Br:1][C:2]1[CH:3]=[C:4]2[C:8](=[CH:9][CH:10]=1)[N:7]([C:12]1[CH:13]=[N:14][CH:15]=[CH:16][CH:17]=1)[CH:6]=[CH:5]2. Procedure details: 5-Bromo-N-(3-pyridyl)indole is prepared from 5-bromoindole and 3-bromopyridine using methodology described in the previous examples. The reactants are CCOC(=O)C (EtOAc), C(C)OC(CNCC1=C(C=C(C=C1)OC)OC)=O (N-(2,4-dimethoxybenzyl)glycine ethyl ester), C([O-])([O-])=O.[K+].[K+] (potassium carbonate), BrCC=1C(=NOC1C(=O)OCC)C=1SC=CC1 (Ethyl 4-(bromomethyl)-3-(thiophen-2-yl)isoxazole-5-carboxylate). Run in O (water), CN(C)C=O (DMF). Reaction conditions: time 16 hour. Product: COC1=C(CN(CC(=O)OCC)CC=2C(=NOC2C(=O)OCC)C=2SC=CC2)C=CC(=C1)OC (Ethyl 4-(((2,4-dimethoxybenzyl)(2-ethoxy-2-oxoethyl)amino)methyl)-3-(thiophen-2-yl)isoxazole-5-carboxylate). Isolated yield 27.3%. As a reaction SMILES: Br[CH2:2][C:3]1[C:4]([C:13]2[S:14][CH:15]=[CH:16][CH:17]=2)=[N:5][O:6][C:7]=1[C:8]([O:10][CH2:11][CH3:12])=[O:9].[CH2:18]([O:20][C:21](=[O:35])[CH2:22][NH:23][CH2:24][C:25]1[CH:30]=[CH:29][C:28]([O:31][CH3:32])=[CH:27][C:26]=1[O:33][CH3:34])[CH3:19].C(=O)([O-])[O-].[K+].[K+].CCOC(C)=O>CN(C=O)C.O>[CH3:34][O:33][C:26]1[CH:27]=[C:28]([O:31][CH3:32])[CH:29]=[CH:30][C:25]=1[CH2:24][N:23]([CH2:2][C:3]1[C:4]([C:13]2[S:14][CH:15]=[CH:16][CH:17]=2)=[N:5][O:6][C:7]=1[C:8]([O:10][CH2:11][CH3:12])=[O:9])[CH2:22][C:21]([O:20][CH2:18][CH3:19])=[O:35] |f:2.3.4|. Procedure details: Ethyl 4-(bromomethyl)-3-(thiophen-2-yl)isoxazole-5-carboxylate (16.5 mmol) was dissolved in 35 mL of DMF. N-(2,4-dimethoxybenzyl)glycine ethyl ester (4.2 g, 16.5 mmol) and potassium carbonate (4.5 g, 32.9 mmol) were added, and the mixture was stirred at room temperature for 16 h. EtOAc (100 mL) and water (100 mL) were added and the aqueous layer was extracted with additional EtOAc. The combined organic layer was washed with water and brine, and dried over MgSO4. After solvent was removed in vacu... Starting materials: Cc1c(N2CCN(C(=O)OC(C)(C)C)CC2)nnn1-c1cccnc1Cl, Cl, C1COCCO1. Yields the product Cc1c(N2CCN(C(=O)OC(C)C)CC2)nnn1-c1cccnc1Cl. As a reaction SMILES: [Cl:2][c:3]1[n:4][cH:5][cH:6][cH:7][c:8]1-[n:9]1[n:10][n:11][c:12]([N:15]2[CH2:16][CH2:17][N:18]([C:21](=[O:22])[O:23][C:24]([CH3:25])([CH3:26])[CH3:27])[CH2:19][CH2:20]2)[c:13]1[CH3:14].[ClH:1].[O:28]1[CH2:29][CH2:30][O:31][CH2:32][CH2:33]1>>[Cl:2][c:3]1[n:4][cH:5][cH:6][cH:7][c:8]1-[n:9]1[n:10][n:11][c:12]([N:15]2[CH2:16][CH2:17][N:18]([C:21](=[O:22])[O:23][CH:24]([CH3:25])[CH3:26])[CH2:19][CH2:20]2)[c:13]1[CH3:14]. Procedure details: Prepared according to Method C step A (3-chloro-2-fluorophenyl)-(4-methoxyphenyl)-methanone (0.55 g, 1.85 mmol), cyclohexylhydrazine hydrochloride (0.42 g, 2.7 mmol) and DMAP (0.225 g, 1.85 mmol) to give the product (0.58 g) as a yellow oil. The product is ClC=1C=CC=C2C(=NN(C12)C1CCCCC1)C1=CC=C(C=C1)OC (7-chloro-1-cyclohexyl-3-(4-methoxyphenyl)-1H-indazole). The reactants are ClC=1C(=C(C=CC1)C(=O)C1=CC=C(C=C1)OC)F ((3-chloro-2-fluorophenyl)-(4-methoxyphenyl)-methanone), Cl.C1(CCCCC1)NN (cyclohexylhydrazine hydrochloride). The yield is 92.0%. Reagents/catalysts: CN(C)C=1C=CN=CC1 (DMAP). RXN SMILES: [Cl:1][C:2]1[C:3](F)=[C:4]([C:8]([C:10]2[CH:15]=[CH:14][C:13]([O:16][CH3:17])=[CH:12][CH:11]=2)=O)[CH:5]=[CH:6][CH:7]=1.Cl.[CH:20]1([NH:26][NH2:27])[CH2:25][CH2:24][CH2:23][CH2:22][CH2:21]1>CN(C1C=CN=CC=1)C>[Cl:1][C:2]1[CH:7]=[CH:6][CH:5]=[C:4]2[C:3]=1[N:26]([CH:20]1[CH2:25][CH2:24][CH2:23][CH2:22][CH2:21]1)[N:27]=[C:8]2[C:10]1[CH:15]=[CH:14][C:13]([O:16][CH3:17])=[CH:12][CH:11]=1 |f:1.2|.